This data is from the Open Reaction Database (ORD), a public repository of structured organic reaction records. The task is: describe an organic reaction: reactants, conditions, products, and yield Yields the product S1C(=CC=C1)CC(=O)N1C[C@H](CCC1)C(=O)O ((S)-1-(2-Thiopheneacetyl)-3-piperidine Carboxylic Acid). RXN SMILES: [S:1]1[CH:5]=[CH:4][CH:3]=[C:2]1[CH2:6][C:7]([N:9]1[CH2:14][CH2:13][CH2:12][CH:11]([C:15]([OH:17])=[O:16])[CH2:10]1)=[O:8].S1C=CC=C1CC(N1CCC[C@H](C(OCC)=O)C1)=O>>[S:1]1[CH:5]=[CH:4][CH:3]=[C:2]1[CH2:6][C:7]([N:9]1[CH2:14][CH2:13][CH2:12][C@H:11]([C:15]([OH:17])=[O:16])[CH2:10]1)=[O:8]. The reactants are S1C(=CC=C1)CC(=O)N1CC(CCC1)C(=O)O (1-(2-thiopheneacetyl)-3-piperidine carboxylic acid), S1C(=CC=C1)CC(=O)N1C[C@H](CCC1)C(=O)OCC ((S)-ethyl 1-(2-thiopheneacetyl)-3-piperidinecarboxylate). Procedure: This reaction was run in the same manner as 1-(2-thiopheneacetyl)-3-piperidine carboxylic acid, starting with (S)-ethyl 1-(2-thiopheneacetyl)-3-piperidinecarboxylate (10 g; 35.6). This gave (S)-1-(2-thiopheneacetyl)-3-piperidine carboxylic acid (9.27 g) as a white solid without further purification. MS m/z (positive ion) 506 (dimer+; 25), 254 (MH+; 100).